From a dataset of the Open Reaction Database (ORD), a public repository of structured organic reaction records. describe an organic reaction: reactants, conditions, products, and yield Procedure: 3-Hydroxybenzaldehyde (III) (0.246 mol, 30 g) was dissolved into 150 ml of methanol. Piperidine (IV) (0.6 mol, 52 g) was added to the solution and the mixture was stirred at room temperature to dissolution. To the solution was added under ice cooling sodium hydrogen borate (0.247 mol, 9.4 g) while stirring over 1 hour, followed by continued stirring for 1 hour at room temperature. The reaction mixture was concentrated under vacuum. The residue was dissolved in 200 ml of 3N hydrochloric acid and ... Solvent: CO (methanol). Reaction SMILES: [OH:1][C:2]1[CH:3]=[C:4]([CH:7]=[CH:8][CH:9]=1)[CH:5]=O.[NH:10]1[CH2:15][CH2:14][CH2:13][CH2:12][CH2:11]1.B([O-])([O-])O.[Na+].[Na+]>CO>[N:10]1([CH2:5][C:4]2[CH:3]=[C:2]([OH:1])[CH:9]=[CH:8][CH:7]=2)[CH2:15][CH2:14][CH2:13][CH2:12][CH2:11]1 |f:2.3.4|. Isolated yield 85.0%. Product: N1(CCCCC1)CC=1C=C(C=CC1)O (3-piperidinomethylphenol). The reactants are N1CCCCC1 (Piperidine), OC=1C=C(C=O)C=CC1 (3-Hydroxybenzaldehyde), B(O)([O-])[O-].[Na+].[Na+] (sodium hydrogen borate).